This data is from the Open Reaction Database (ORD), a public repository of structured organic reaction records. The task is: describe an organic reaction: reactants, conditions, products, and yield Starting materials: Cc1cc2c(C(F)(F)F)c(C#N)ccc2[nH]1, ClCCl, F[n+]1ccccc1, O=S(=O)([O-])C(F)(F)F. The product is Cc1[nH]c2ccc(C#N)c(C(F)(F)F)c2c1F. RXN SMILES: [CH3:1][c:2]1[nH:3][c:4]2[cH:5][cH:6][c:7]([C:15]#[N:16])[c:8]([C:11]([F:12])([F:13])[F:14])[c:9]2[cH:10]1.[Cl:32][CH2:33][Cl:34].[F:25][n+:26]1[cH:27][cH:28][cH:29][cH:30][cH:31]1.[S:17]([O-:18])([C:19]([F:20])([F:21])[F:22])(=[O:23])=[O:24]>>[CH3:1][c:2]1[nH:3][c:4]2[cH:5][cH:6][c:7]([C:15]#[N:16])[c:8]([C:11]([F:12])([F:13])[F:14])[c:9]2[c:10]1[F:21]. Reactants: BrC1=CC2=C(NC(=N2)CC2N(CCCC2)C(=O)C=2N=C(SC2C2=CC=C(C=C2)F)C)C=C1 ((RS)-1-[2-(5-bromo-1H-benzoimidazol-2-ylmethyl)-piperidin-1-yl]-1-[5-(4-fluoro-phenyl)-2-methyl-thiazol-4-yl]-methanone), [Cu]C#N (copper(I)cyanide). The solvent is CN1C(CCC1)=O (N-methylpyrrolidinone), O.C(C)(=O)OCC (water ethyl acetate). Run at temperature 200 celsius. Product: FC1=CC=C(C=C1)C1=C(N=C(S1)C)C(=O)N1C(CCCC1)CC1=NC2=C(N1)C=CC(=C2)C#N ((RS)-2-(1-{1-[5-(4-Fluoro-phenyl)-2-methyl-thiazol-4-yl]-methanoyl}-piperidin-2-ylmethyl)-1H-benzoimidazole-5-carbonitrile). Yield: 1.0%. RXN SMILES: Br[C:2]1[CH:32]=[CH:31][C:5]2[NH:6][C:7]([CH2:9][CH:10]3[CH2:15][CH2:14][CH2:13][CH2:12][N:11]3[C:16]([C:18]3[N:19]=[C:20]([CH3:30])[S:21][C:22]=3[C:23]3[CH:28]=[CH:27][C:26]([F:29])=[CH:25][CH:24]=3)=[O:17])=[N:8][C:4]=2[CH:3]=1.[Cu][C:34]#[N:35]>CN1CCCC1=O.O.C(OCC)(=O)C>[F:29][C:26]1[CH:25]=[CH:24][C:23]([C:22]2[S:21][C:20]([CH3:30])=[N:19][C:18]=2[C:16]([N:11]2[CH2:12][CH2:13][CH2:14][CH2:15][CH:10]2[CH2:9][C:7]2[NH:6][C:5]3[CH:31]=[CH:32][C:2]([C:34]#[N:35])=[CH:3][C:4]=3[N:8]=2)=[O:17])=[CH:28][CH:27]=1 |f:3.4|. Procedure: A stirring mixture of (RS)-1-[2-(5-bromo-1H-benzoimidazol-2-ylmethyl)-piperidin-1-yl]-1-[5-(4-fluoro-phenyl)-2-methyl-thiazol-4-yl]-methanone, E34 (25 mg, 0.44 mmol) and copper(I)cyanide (79 mg, 0.88 mmol) in N-methylpyrrolidinone (7 ml) under argon was heated at 200° C. for 5 h. The cooled reaction mixture was diluted with water/ethyl acetate and filtered through Kieselghur. The organic phase was washed with water (2×), brine (2×), dried (MgSO4) and the solvent removed in vacuo. The residue was...